This data is from the Open Reaction Database (ORD), a public repository of structured organic reaction records. The task is: describe an organic reaction: reactants, conditions, products, and yield The reactants are C1(=CC=CC=C1)C(=C)C1=CC=C(C(=O)N2CC3=C(CC2)C=C(O3)CN3CCCC3)C=C1 (6-[4-(1-Phenylethenyl)benzoyl]-2-(1-pyrrolidinylmethyl)-4,5,6,7-tetrahydrofuro[2,3-c]pyridine), Cl (hydrogen chloride). Solvent: CO (methanol), CO (methanol). The product is Cl.C1(=CC=CC=C1)C(=C)C1=CC=C(C(=O)N2CC3=C(CC2)C=C(O3)CN3CCCC3)C=C1 (6-[4-(1-phenylethenyl)benzoyl]-2-(1-pyrrolidinylmethyl)-4,5,6,7-tetrahydrofuro[2,3-c]pyridine hydrochloride). As a reaction SMILES: [C:1]1([C:7]([C:9]2[CH:31]=[CH:30][C:12]([C:13]([N:15]3[CH2:20][CH2:19][C:18]4[CH:21]=[C:22]([CH2:24][N:25]5[CH2:29][CH2:28][CH2:27][CH2:26]5)[O:23][C:17]=4[CH2:16]3)=[O:14])=[CH:11][CH:10]=2)=[CH2:8])[CH:6]=[CH:5][CH:4]=[CH:3][CH:2]=1.[ClH:32]>CO>[ClH:32].[C:1]1([C:7]([C:9]2[CH:10]=[CH:11][C:12]([C:13]([N:15]3[CH2:20][CH2:19][C:18]4[CH:21]=[C:22]([CH2:24][N:25]5[CH2:29][CH2:28][CH2:27][CH2:26]5)[O:23][C:17]=4[CH2:16]3)=[O:14])=[CH:30][CH:31]=2)=[CH2:8])[CH:6]=[CH:5][CH:4]=[CH:3][CH:2]=1 |f:3.4|. Reported procedure: 6-[4-(1-Phenylethenyl)benzoyl]-2-(1-pyrrolidinylmethyl)-4,5,6,7-tetrahydrofuro[2,3-c]pyridine 0.688 g was dissolved in 2 ml of methanol and hydrogen chloride in methanol was added in excess, followed by stirring. This mixture was concentrated to yield the desired product. The reactants are COC1=CC=C(CN(C2=NC(=NC(=N2)C)C=2C=C(C=NC2NC=2C=NC(=C(C2)F)OC)C(C)=O)CC2=CC=C(C=C2)OC)C=C1 (1-(5-(4-(bis(4-methoxybenzyl)amino)-6-methyl-1,3,5-triazin-2-yl)-6-(5-fluoro-6-methoxypyridin-3-ylamino)pyridin-3-yl)ethanone), [B-].[Na+] (sodium borohydrate), CO (MeOH). Run in C(Cl)Cl (DCM). Conditions: time 16 hour. Yields the product COC1=CC=C(CN(C2=NC(=NC(=N2)C)C=2C=C(C=NC2NC=2C=NC(=C(C2)F)OC)C(C)O)CC2=CC=C(C=C2)OC)C=C1 (1-(5-(4-(bis(4-methoxybenzyl)amino)-6-methyl-1,3,5-triazin-2-yl)-6-(5-fluoro-6-methoxypyridin-3-ylamino)pyridin-3-yl)ethanol). Isolated yield 89.7%. As a reaction SMILES: [CH3:1][O:2][C:3]1[CH:45]=[CH:44][C:6]([CH2:7][N:8]([CH2:35][C:36]2[CH:41]=[CH:40][C:39]([O:42][CH3:43])=[CH:38][CH:37]=2)[C:9]2[N:14]=[C:13]([CH3:15])[N:12]=[C:11]([C:16]3[CH:17]=[C:18]([C:32](=[O:34])[CH3:33])[CH:19]=[N:20][C:21]=3[NH:22][C:23]3[CH:24]=[N:25][C:26]([O:30][CH3:31])=[C:27]([F:29])[CH:28]=3)[N:10]=2)=[CH:5][CH:4]=1.[B-].[Na+].CO>C(Cl)Cl>[CH3:43][O:42][C:39]1[CH:38]=[CH:37][C:36]([CH2:35][N:8]([CH2:7][C:6]2[CH:5]=[CH:4][C:3]([O:2][CH3:1])=[CH:45][CH:44]=2)[C:9]2[N:14]=[C:13]([CH3:15])[N:12]=[C:11]([C:16]3[CH:17]=[C:18]([CH:32]([OH:34])[CH3:33])[CH:19]=[N:20][C:21]=3[NH:22][C:23]3[CH:24]=[N:25][C:26]([O:30][CH3:31])=[C:27]([F:29])[CH:28]=3)[N:10]=2)=[CH:41][CH:40]=1 |f:1.2|. Procedure: To a 150 mL round-bottomed flask was added 1-(5-(4-(bis(4-methoxybenzyl)amino)-6-methyl-1,3,5-triazin-2-yl)-6-(5-fluoro-6-methoxypyridin-3-ylamino)pyridin-3-yl)ethanone (1 g, 1.640 mmol) and sodium borohydrate (0.06 g, 1.640 mmol) in DCM (10 mL)-MeOH (10 mL). The suspension was stirred at room temperature for 16 h. The solution was quenched by saturated NH4Cl, extracted the aqueous with DCM (3×), the combined organic was dried over MgSO4, concentrated in vacuum to provide 1-(5-(4-(bis(4-methoxyb...